Dataset: the Open Reaction Database (ORD), a public repository of structured organic reaction records. Task: describe an organic reaction: reactants, conditions, products, and yield The reactants are CC1(CCCC1)O (1-methyl-cyclopentanol), [H-].[Na+] (sodium hydride), O (water), ClC1=CC=CC2=C1C(N1[C@H](C=3N2C=NC3C(=O)N3C=NC=C3)CCC1)=O ((S)-1-[(8-chloro-11,12,13,13a-tetrahydro-9-oxo-9H-imidazo[1,5-a]pyrrolo[2,1-c][1,4]benzodiazepin-1-yl)carbonyl]imidazole). Solvent: CN(C=O)C (dimethylformamide). Run at time 1 hour. Product: ClC1=CC=CC2=C1C(N1C(C=3N2C=NC3C(=O)OC3(CCCC3)C)CCC1)=O (1-methyl-cyclopentyl 8-chloro-11,12,13,13a-tetrahydro-9-oxo-9H-imidazo[1,5-a]pyrrolo[2,1-c][1,4]benzodiazepine-1-carboxylate). RXN SMILES: [CH3:1][C:2]1([OH:7])[CH2:6][CH2:5][CH2:4][CH2:3]1.[H-].[Na+].[Cl:10][C:11]1[C:16]2[C:17](=[O:35])[N:18]3[CH2:34][CH2:33][CH2:32][C@H:19]3[C:20]3[N:21]([CH:22]=[N:23][C:24]=3[C:25](N3C=CN=C3)=[O:26])[C:15]=2[CH:14]=[CH:13][CH:12]=1.O>CN(C)C=O>[Cl:10][C:11]1[C:16]2[C:17](=[O:35])[N:18]3[CH2:34][CH2:33][CH2:32][CH:19]3[C:20]3[N:21]([CH:22]=[N:23][C:24]=3[C:25]([O:7][C:2]3([CH3:1])[CH2:6][CH2:5][CH2:4][CH2:3]3)=[O:26])[C:15]=2[CH:14]=[CH:13][CH:12]=1 |f:1.2|. Procedure: 1.2 g (12 mmol) of 1-methyl-cyclopentanol in 25 ml of dry dimethylformamide is treated with 0.5 g (10.3 mmol) of sodium hydride (55% oil dispersion) and to the resulting solution there are added portionwise at -20° 3.79 g (10.3 mmol) of (S)-1-[(8-chloro-11,12,13,13a-tetrahydro-9-oxo-9H-imidazo[1,5-a]pyrrolo[2,1-c][1,4]benzodiazepin-1-yl)carbonyl]imidazole. The mixture is stirred at room temperature for 1 hour, poured into about 250 ml of water, the precipitated material is filtered off under suc... Reactants: C[C@@]12C(CC[C@H]1[C@@H]1CC[C@H]3CC=CC[C@]3(C)[C@H]1CC2)=O (5α-Androst-2-en-17-one), C1=CC(=CC(=C1)Cl)C(=O)OO (m-CPBA). Solvent: ClCCl (dichloromethane), ClCCl (dichloromethane). Reaction conditions: temperature 0 celsius, time 3 hour. The product is O1[C@H]2[C@@H]1CC1CC[C@H]3[C@@H]4CCC([C@@]4(C)CC[C@@H]3[C@]1(C2)C)=O ((2α,3α)-2,3-epoxyandrostan-17-one). Isolated yield 77.0%. RXN SMILES: [CH3:1][C@:2]12[CH2:19][CH2:18][C@H:17]3[C@@H:7]([CH2:8][CH2:9][C@@H:10]4[C@:15]3([CH3:16])[CH2:14][CH:13]=[CH:12][CH2:11]4)[C@@H:6]1[CH2:5][CH2:4][C:3]2=[O:20].C1C=C(Cl)C=C(C(OO)=[O:29])C=1>ClCCl>[O:29]1[C@H:12]2[CH2:11][CH:10]3[C@:15]([CH3:16])([CH2:14][C@@H:13]12)[C@@H:17]1[C@H:7]([C@H:6]2[C@@:2]([CH2:19][CH2:18]1)([CH3:1])[C:3](=[O:20])[CH2:4][CH2:5]2)[CH2:8][CH2:9]3. Reported procedure: To a solution of compound 2 (320 mg, 1.17 mmol) in anhydrous dichloromethane (25 mL) was added m-CPBA (316 mg, 1.41 mmol) at 0° C. under an atmosphere of argon. The solution was stirred at 0° C. for 3 h. The solution was then diluted with dichloromethane (50 mL) and washed with an aqueous sodium bicarbonate solution (10%). The organic layer was dried with sodium sulfate and evaporated under reduced pressure. The crude compound was purified by flash chromatography (Hexanes/EtOAc: 8:2) to yield co... Starting materials: [Br-].N1=C(C=CC=C1)[Zn+] (2-Pyridylzinc bromide), CON=C1CCC2=C(C=CC=C12)Br (4-bromoindan-1-one O-methyl-oxime). Reagents/catalysts: C=1C=CC(=CC1)[P](C=2C=CC=CC2)(C=3C=CC=CC3)[Pd]([P](C=4C=CC=CC4)(C=5C=CC=CC5)C=6C=CC=CC6)([P](C=7C=CC=CC7)(C=8C=CC=CC8)C=9C=CC=CC9)[P](C=1C=CC=CC1)(C=1C=CC=CC1)C=1C=CC=CC1 (Pd(PPh3)4). Conditions: temperature 120 celsius. Product: CON=C1CCC2=C(C=CC=C12)C1=NC=CC=C1 (4-Pyridin-2-yl-indan-1-one O-methyl-oxime). RXN SMILES: [Br-].[N:2]1[CH:7]=[CH:6][CH:5]=[CH:4][C:3]=1[Zn+].[CH3:9][O:10][N:11]=[C:12]1[C:20]2[C:15](=[C:16](Br)[CH:17]=[CH:18][CH:19]=2)[CH2:14][CH2:13]1>C1C=CC([P]([Pd]([P](C2C=CC=CC=2)(C2C=CC=CC=2)C2C=CC=CC=2)([P](C2C=CC=CC=2)(C2C=CC=CC=2)C2C=CC=CC=2)[P](C2C=CC=CC=2)(C2C=CC=CC=2)C2C=CC=CC=2)(C2C=CC=CC=2)C2C=CC=CC=2)=CC=1>[CH3:9][O:10][N:11]=[C:12]1[C:20]2[C:15](=[C:16]([C:3]3[CH:4]=[CH:5][CH:6]=[CH:7][N:2]=3)[CH:17]=[CH:18][CH:19]=2)[CH2:14][CH2:13]1 |f:0.1,^1:25,27,46,65|. Procedure details: 2-Pyridylzinc bromide (10 mL, 5 mmol, 0.5M in THF) was added to 4-bromoindan-1-one O-methyl-oxime (600 mg, 2.5 mmol) and Pd(PPh3)4 (58 mg, 0.05 mmol) under nitrogen atmosphere. The stirred solution was heated at 120° C. for 10 minutes on the microwave. After cooling to ambient temperature, the reaction mixture was filtered through celite, then silica gel with ethyl acetate. The filtrate was concentrated to a brown oil and chromatographed on silica gel with 20-40% ethyl acetate in hexane. Obtaine... The reactants are OO (H2O2), FC(C(=O)C(F)(F)F)(F)F (hexafluoroacetone), FC(CO)(C(OC(C(C(OC(F)(F)F)(F)F)(F)F)(F)F)F)F (2,2,3-trifluoro-3-(1,1,2,2,3,3-hexafluoro-3-trifluoromethoxy-propoxy)-propan-1-ol). The solvent is C(Cl)(Cl)Cl (chloroform). Run at time 2 day. Product: FC(C(=O)O)(C(OC(C(C(OC(F)(F)F)(F)F)(F)F)(F)F)F)F (2,2,3-Trifluoro-3-(1,1,2,2,3,3-hexafluoro-3-trifluoromethoxy-propoxy)-propionic acid). As a reaction SMILES: OO.FC(F)(F)C(C(F)(F)F)=[O:6].[F:13][C:14]([F:34])([CH:17]([F:33])[O:18][C:19]([F:32])([F:31])[C:20]([F:30])([F:29])[C:21]([F:28])([F:27])[O:22][C:23]([F:26])([F:25])[F:24])[CH2:15][OH:16]>C(Cl)(Cl)Cl>[F:13][C:14]([F:34])([CH:17]([F:33])[O:18][C:19]([F:32])([F:31])[C:20]([F:29])([F:30])[C:21]([F:27])([F:28])[O:22][C:23]([F:24])([F:25])[F:26])[C:15]([OH:6])=[O:16]. Procedure: To 2.3 mL (22 mmol) of 30% H2O2 in 20 mL of chloroform, 13.28 g (80 mmol) of hexafluoroacetone (pre-generated from HFA-hydrate) was added followed by 2,2,3-trifluoro-3-(1,1,2,2,3,3-hexafluoro-3-trifluoromethoxy-propoxy)-propan-1-ol (3.64 g, 10 mmol). The mixture was stirred 2 days at room temperature. After separation of phases and evaporation of solvent, the residue was examined by 19F NMR spectroscopy. Yield of the raw product 52%. Starting materials: O1C(CCCC1)O[C@H]1[C@@H]([C@H]([C@H](C1)OC1OCCCC1)C\C=C/CCC(COC(C)=O)=O)\C=C\[C@H](CCCCC)OC1OCCCC1 (Acetic Acid (Z)-7-{(1R,2R,3R,5S)-3,5-bis-(tetrahydropyran-2-yloxy)-2-[(S)-(E)-3-(tetrahydropyran-2-yloxy)oct-1-enyl]cyclopentyl}-2-oxohept-5-enyl Ester). Run in CO (MeOH). Yields the product O[C@H]1[C@@H]([C@H]([C@H](C1)O)C\C=C/CCC(COC(C)=O)=O)\C=C\[C@H](CCCCC)O (Acetic Acid (Z)-7-[(1R,2R,3R,5S)-3,5-dihydroxy-2-((S)-(E)-3-hydroxyoct-1-enyl)-cyclopentyl]-2-oxohept-5-enyl Ester). Yield: 82.5%. As a reaction SMILES: O1CCCCC1[O:7][C@@H:8]1[CH2:12][C@H:11]([O:13]C2CCCCO2)[C@H:10]([CH2:20]/[CH:21]=[CH:22]\[CH2:23][CH2:24][C:25](=[O:31])[CH2:26][O:27][C:28](=[O:30])[CH3:29])[C@H:9]1/[CH:32]=[CH:33]/[C@@H:34]([O:40]C1CCCCO1)[CH2:35][CH2:36][CH2:37][CH2:38][CH3:39]>CO>[OH:7][C@@H:8]1[CH2:12][C@H:11]([OH:13])[C@H:10]([CH2:20]/[CH:21]=[CH:22]\[CH2:23][CH2:24][C:25](=[O:31])[CH2:26][O:27][C:28](=[O:30])[CH3:29])[C@H:9]1/[CH:32]=[CH:33]/[C@@H:34]([OH:40])[CH2:35][CH2:36][CH2:37][CH2:38][CH3:39]. Reported procedure: A solution of the acetate of Example 25 (36 mg, 0.055 mmol) and PPTs (2 mg) in MeOH (1.0 mL) was stirred at 45° C. for 4 h. The reaction was cooled to room temperature and the solvent was removed in vacuo. The residue was diluted with EtOAc and washed with 1N HCl, saturated aqueous NaHCO3 and brine. The organic portion was dried (MgSO4), filtered and concentrated in vacuo. FCC (silica gel, 50%-100% EtOAc/hex) afforded 18 mg of the named compound. Starting materials: N#Cc1ccc(F)cc1Br, NN, C1CCOC1. Yields the product N#Cc1ccc(NN)cc1Br. RXN SMILES: [Br:1][c:2]1[c:3]([C:4]#[N:5])[cH:6][cH:7][c:8]([F:10])[cH:9]1.[NH2:11][NH2:12].[O:13]1[CH2:14][CH2:15][CH2:16][CH2:17]1>>[Br:1][c:2]1[c:3]([C:4]#[N:5])[cH:6][cH:7][c:8]([NH:11][NH2:12])[cH:9]1.